Dataset: the Open Reaction Database (ORD), a public repository of structured organic reaction records. Task: describe an organic reaction: reactants, conditions, products, and yield Starting materials: [H-].[Na+] (NaH), [Si](C)(C)(C(C)(C)C)OC1(CCC1)C[C@@H](C=1C(=NC(=C(C1)CC(C)(C)C)F)F)NS(=O)C(C)(C)C (N—((S)-2-(1-(tert-butyldimethylsilyloxy)cyclobutyl)-1-(2,6-difluoro-5-neopentylpyridin-3-yl)ethyl)-2-methylpropane-2-sulfinamide), CCCC[N+](CCCC)(CCCC)CCCC.[F-] (TBAF). Solvent: C1CCOC1 (THF), C1CCOC1 (THF). Run at time 20 minute. The product is FC1=C(C=C2C(=N1)OC(C[C@@H]2NS(=O)C(C)(C)C)(C)C)CC(C)(C)C (N—((S)-7-fluoro-2,2-dimethyl-6-neopentyl-3,4-dihydro-2H-pyrano[2,3-b]pyridin-4-yl)-2-methylpropane-2-sulfinamide). Reaction SMILES: [Si]([O:8][C:9]1([CH2:13][C@H:14]([NH:28][S:29]([C:31]([CH3:34])([CH3:33])[CH3:32])=[O:30])[C:15]2[C:16](F)=[N:17][C:18]([F:26])=[C:19]([CH2:21][C:22]([CH3:25])([CH3:24])[CH3:23])[CH:20]=2)[CH2:12]C[CH2:10]1)(C(C)(C)C)(C)C.CCCC[N+](CCCC)(CCCC)CCCC.[F-].[H-].[Na+]>C1COCC1>[F:26][C:18]1[N:17]=[C:16]2[O:8][C:9]([CH3:12])([CH3:10])[CH2:13][C@H:14]([NH:28][S:29]([C:31]([CH3:34])([CH3:33])[CH3:32])=[O:30])[C:15]2=[CH:20][C:19]=1[CH2:21][C:22]([CH3:25])([CH3:24])[CH3:23] |f:1.2,3.4|. Procedure details: To a 150 mL RBF was added N—((S)-2-(1-(tert-butyldimethylsilyloxy)cyclobutyl)-1-(2,6-difluoro-5-neopentylpyridin-3-yl)ethyl)-2-methylpropane-2-sulfinamide (0.070 g, 0.14 mmol), THF (3 mL), and TBAF, 1M in THF (0.14 ml, 0.14 mmol). The reaction was stirred at RT. After 20 minutes, the reaction was eluted through a plug of silica gel with THF. The resulting filtrate was concentrated in vacuo and taken up in THF (20 mL) and treated with NaH (0.035 g, 0.88 mmol, 60% in mineral oil). The reaction was... Starting materials: CC(=O)O, NC(=O)c1cccc(NC(=O)c2cc(Cl)nnc2Cl)c1N. Product: NC(=O)c1cccc2c1Nc1nnc(Cl)cc1C(=O)N2. As a reaction SMILES: [CH3:22][C:23](=[O:24])[OH:25].[NH2:1][c:2]1[c:3]([NH:11][C:12](=[O:13])[c:14]2[c:15]([Cl:21])[n:16][n:17][c:18]([Cl:20])[cH:19]2)[cH:4][cH:5][cH:6][c:7]1[C:8]([NH2:9])=[O:10]>>[NH:1]1[c:2]2[c:3]([cH:4][cH:5][cH:6][c:7]2[C:8]([NH2:9])=[O:10])[NH:11][C:12](=[O:13])[c:14]2[c:15]1[n:16][n:17][c:18]([Cl:20])[cH:19]2.